This data is from the Open Reaction Database (ORD), a public repository of structured organic reaction records. The task is: describe an organic reaction: reactants, conditions, products, and yield Reactants: BrC1=CC(=C(C=C1)F)[N+](=O)[O-] (4-bromo-1-flouro-2-nitrobenzene), Cl.NCC1(CCCCC1)O (1-(aminomethyl)cyclohexanol hydrochloride), C(C)(C)N(C(C)C)CC (N,N-diisopropylethylamine). The product is BrC1=CC(=C(C=C1)NCC1(CCCCC1)O)[N+](=O)[O-] (1-{[(4-Bromo-2-nitrophenyl)amino]methyl}cyclohexanol). RXN SMILES: [Br:1][C:2]1[CH:7]=[CH:6][C:5](F)=[C:4]([N+:9]([O-:11])=[O:10])[CH:3]=1.Cl.[NH2:13][CH2:14][C:15]1([OH:21])[CH2:20][CH2:19][CH2:18][CH2:17][CH2:16]1.C(N(CC)C(C)C)(C)C>>[Br:1][C:2]1[CH:7]=[CH:6][C:5]([NH:13][CH2:14][C:15]2([OH:21])[CH2:20][CH2:19][CH2:18][CH2:17][CH2:16]2)=[C:4]([N+:9]([O-:11])=[O:10])[CH:3]=1 |f:1.2|. Procedure: The title compound was prepared according to the procedure described in Step A of Example 5 from 4-bromo-1-flouro-2-nitrobenzene (Wako Pure Chemical Industries, Ltd.), 1-(aminomethyl)cyclohexanol hydrochloride (J. Med. Chem. 1981, 24, 7-12.) and N,N-diisopropylethylamine. Reactants: C1CCN2CC=C(CC12)C1=CNC2=CC=NC=C12 (3-(1,2,3,5,8,8a-hexahydro-7-indolizinyl)-1H-5-Azaindole), CC1=CC=C(C=C1)S(=O)(=O)Cl (4-methyl-benzenesulfonyl chloride), C[Si](C)(C)[N-][Si](C)(C)C.[Na+] (NaN(TMS)2). The solvent is C1CCOC1 (THF). Yields the product C1CCN2CC=C(CC12)C1=CN(C2=CC=NC=C12)S(=O)(=O)C1=CC=C(C=C1)C (3-(1,2,3,5,8,8a-Hexahydro-7-indolizinyl)-1-(4-methylbenzenesulfonyl)-5-azaindole). As a reaction SMILES: [CH2:1]1[CH:9]2[N:4]([CH2:5][CH:6]=[C:7]([C:10]3[C:18]4[C:13](=[CH:14][CH:15]=[N:16][CH:17]=4)[NH:12][CH:11]=3)[CH2:8]2)[CH2:3][CH2:2]1.[CH3:19][C:20]1[CH:25]=[CH:24][C:23]([S:26](Cl)(=[O:28])=[O:27])=[CH:22][CH:21]=1.C[Si]([N-][Si](C)(C)C)(C)C.[Na+]>C1COCC1>[CH2:1]1[CH:9]2[N:4]([CH2:5][CH:6]=[C:7]([C:10]3[C:18]4[C:13](=[CH:14][CH:15]=[N:16][CH:17]=4)[N:12]([S:26]([C:23]4[CH:24]=[CH:25][C:20]([CH3:19])=[CH:21][CH:22]=4)(=[O:28])=[O:27])[CH:11]=3)[CH2:8]2)[CH2:3][CH2:2]1 |f:2.3|. Reported procedure: from 3-(1,2,3,5,8,8a-hexahydro-7-indolizinyl)-1H-5-Azaindole (10 mg, 0.0418 mmol), 4-methyl-benzenesulfonyl chloride (20 mg, 0.105 mmol) and 1M NaN(TMS)2 (100 μL, 0.10 mmol) in THF (0.5 mL) at RT. Reactants: CCOC(=O)C1(NC(=O)c2csc3ccccc23)Cc2ccccc2C1, C1COCCO1, CO, [Li+], [OH-], O. Yields the product O=C(NC1(C(=O)O)Cc2ccccc2C1)c1csc2ccccc12. As a reaction SMILES: [CH2:1]([CH3:2])[O:3][C:4](=[O:5])[C:6]1([NH:15][C:16](=[O:17])[c:18]2[c:19]3[c:20]([s:21][cH:22]2)[cH:23][cH:24][cH:25][cH:26]3)[CH2:7][c:8]2[cH:9][cH:10][cH:11][cH:12][c:13]2[CH2:14]1.[CH2:27]1[O:28][CH2:29][CH2:30][O:31][CH2:32]1.[CH3:33][OH:34].[Li+:36].[OH-:35].[OH2:37]>>[O:3]=[C:4]([OH:5])[C:6]1([NH:15][C:16](=[O:17])[c:18]2[c:19]3[c:20]([s:21][cH:22]2)[cH:23][cH:24][cH:25][cH:26]3)[CH2:7][c:8]2[cH:9][cH:10][cH:11][cH:12][c:13]2[CH2:14]1.